Dataset: the Open Reaction Database (ORD), a public repository of structured organic reaction records. Task: describe an organic reaction: reactants, conditions, products, and yield Reactants: BrC=1C=NC(=NC1)OC1=C(C=C(C=C1)NC(=O)NC(C1=C(C=CC=C1)N(C)C)=O)C (N-[4-(5-bromo-2-pyrimidinyloxy)-3methylphenyl]-N'-[2-(dimethylamino)benzoyl]urea), Cl (hydrochloric acid). Solvent: C(Cl)Cl (methylene chloride), C(C)OCC (diethyl ether). Product: Cl.BrC=1C=NC(=NC1)OC1=C(C=C(C=C1)NC(=O)NC(C1=C(C=CC=C1)N(C)C)=O)C (N-[4-(5-bromo-2-pyrimidinyloxy)-3methylphenyl]-N'-[2-(dimethylamino)benzoyl]urea hydrochloride). As a reaction SMILES: [Br:1][C:2]1[CH:3]=[N:4][C:5]([O:8][C:9]2[CH:14]=[CH:13][C:12]([NH:15][C:16]([NH:18][C:19](=[O:29])[C:20]3[CH:25]=[CH:24][CH:23]=[CH:22][C:21]=3[N:26]([CH3:28])[CH3:27])=[O:17])=[CH:11][C:10]=2[CH3:30])=[N:6][CH:7]=1.[ClH:31]>C(OCC)C.C(Cl)Cl>[ClH:31].[Br:1][C:2]1[CH:7]=[N:6][C:5]([O:8][C:9]2[CH:14]=[CH:13][C:12]([NH:15][C:16]([NH:18][C:19](=[O:29])[C:20]3[CH:25]=[CH:24][CH:23]=[CH:22][C:21]=3[N:26]([CH3:27])[CH3:28])=[O:17])=[CH:11][C:10]=2[CH3:30])=[N:4][CH:3]=1 |f:4.5|. Reported procedure: 1.5 g of the desired product obtained in Example 1 (Compound No. 1 as described hereinafter) was dissolved in 20 ml of diethyl ether and 50 ml of methylene chloride, and hydrochloric acid gas was introduced to the solution and saturated therein. Reactants: IC1=CC=C(C=NC(CC2=CC=CC=C2)C)C=C1 (N-(4-iodobenzylidene)-1-phenylpropan-2-amine), FC(S(=O)(=O)O)(F)F (trifluoromethanesulfonic acid), [OH-].[Na+] (NaOH). Run in ice water. Conditions: temperature 120 celsius, time 5 hour. Product: IC1=CC=C(C=C1)[C@H]1N[C@H](CC2=CC=CC=C12)C ((1R,3S)-1-(4-iodophenyl)-3-methyl-1,2,3,4-tetrahydroisoquinoline). Reaction SMILES: [I:1][C:2]1[CH:18]=[CH:17][C:5]([CH:6]=[N:7][CH:8]([CH3:16])[CH2:9][C:10]2[CH:15]=[CH:14][CH:13]=[CH:12][CH:11]=2)=[CH:4][CH:3]=1.FC(F)(F)S(O)(=O)=O.[OH-].[Na+]>>[I:1][C:2]1[CH:3]=[CH:4][C:5]([C@@H:6]2[C:11]3[C:10](=[CH:15][CH:14]=[CH:13][CH:12]=3)[CH2:9][C@H:8]([CH3:16])[NH:7]2)=[CH:17][CH:18]=1 |f:2.3|. Procedure details: To a flask with the crude N-(4-iodobenzylidene)-1-phenylpropan-2-amine (1.17 g) was added trifluoromethanesulfonic acid (6.00 mL, 67805 μmol) and the reaction was heated to 120° C. and stirred 5 h under N2. The reaction was cooled to RT, poured into ice water (20 mL), and basisified with 5 N NaOH (15 mL). The aqueous layer was extracted with CH2Cl2 (3×10 mL). The combined organic layers were washed with saturated NaCl (20 mL), dried (MgSO4), and concentrated to give a yellow/brown oil. The resid... Reactants: ClC1=NC(=CC(=C1)C=1C=NC=CC1)N1CC(CC1)(F)F (2-chloro-6-(3,3-difluoropyrrolidin-1-yl)-4-(3-pyridyl)pyridine), NC1=NC=CC(=C1)C(F)(F)F (2-amino-4-(trifluoromethyl)PYRIDINE), CC1(C2=C(C(=CC=C2)P(C3=CC=CC=C3)C4=CC=CC=C4)OC5=C(C=CC=C51)P(C6=CC=CC=C6)C7=CC=CC=C7)C (XantPhos), O1CCOCC1 (1,4-dioxane), C([O-])([O-])=O.[Cs+].[Cs+] (cesium carbonate). Reagents/catalysts: C=1C=CC(=CC1)/C=C/C(=O)/C=C/C2=CC=CC=C2.C=1C=CC(=CC1)/C=C/C(=O)/C=C/C2=CC=CC=C2.C=1C=CC(=CC1)/C=C/C(=O)/C=C/C2=CC=CC=C2.[Pd].[Pd] (Pd2(dba)3). The solvent is CCOC(=O)C (EtOAc), O (water). Conditions: temperature 180 celsius. Yields the product FC1(CN(CC1)C1=CC(=CC(=N1)NC1=NC=CC(=C1)C(F)(F)F)C=1C=NC=CC1)F (6′-(3,3-difluoropyrrolidin-1-yl)-N-(4-(trifluoromethyl)pyridin-2-yl)-[3,4′-bipyridin]-2′-amine). As a reaction SMILES: Cl[C:2]1[CH:7]=[C:6]([C:8]2[CH:9]=[N:10][CH:11]=[CH:12][CH:13]=2)[CH:5]=[C:4]([N:14]2[CH2:18][CH2:17][C:16]([F:20])([F:19])[CH2:15]2)[N:3]=1.[NH2:21][C:22]1[CH:27]=[C:26]([C:28]([F:31])([F:30])[F:29])[CH:25]=[CH:24][N:23]=1.CC1(C)C2C(=C(P(C3C=CC=CC=3)C3C=CC=CC=3)C=CC=2)OC2C(P(C3C=CC=CC=3)C3C=CC=CC=3)=CC=CC1=2.O1CCOCC1.C(=O)([O-])[O-].[Cs+].[Cs+]>O.C1C=CC(/C=C/C(/C=C/C2C=CC=CC=2)=O)=CC=1.C1C=CC(/C=C/C(/C=C/C2C=CC=CC=2)=O)=CC=1.C1C=CC(/C=C/C(/C=C/C2C=CC=CC=2)=O)=CC=1.[Pd].[Pd].CCOC(C)=O>[F:19][C:16]1([F:20])[CH2:17][CH2:18][N:14]([C:4]2[N:3]=[C:2]([NH:21][C:22]3[CH:27]=[C:26]([C:28]([F:30])([F:29])[F:31])[CH:25]=[CH:24][N:23]=3)[CH:7]=[C:6]([C:8]3[CH:9]=[N:10][CH:11]=[CH:12][CH:13]=3)[CH:5]=2)[CH2:15]1 |f:4.5.6,8.9.10.11.12|. Procedure details: To a mixture of 2-chloro-6-(3,3-difluoropyrrolidin-1-yl)-4-(3-pyridyl)pyridine (2-b, 63 mg, 0.2131 mmol), 2-amino-4-(trifluoromethyl)PYRIDINE (70 mg, 2.0 equiv., 0.4261 mmol), XantPhos (25 mg, 0.20 equiv., 0.04261 mmol), Pd2(dba)3 (20 mg, 0.10 equiv., 0.02131 mmol) in 1,4-dioxane (2.4 mL, 130 equiv., 27.70 mmol) was added cesium carbonate (208 mg, 3.0 equiv., 0.6392 mmol), and the reaction was maintained at 180° C. for 90 min. The crude was diluted with water, and extraction was done with EtOAc.... Reactants: S1N=NC2=C1C(=CC=C2)C(=O)Cl (benzo-1,2,3-thiadiazole-7-carboxylic acidchloride), [Na] (sodium), S1(=O)(=O)NC(=O)C2=CC=CC=C12 (saccharin). The reagents and catalysts are CN(C1=CC=NC=C1)C (4-dimethylaminopyridine). Solvent: C(Cl)Cl (methylene chloride), C(Cl)Cl (methylene chloride). Reaction conditions: time 8 hour. Yields the product C1(=CC=CC=C1)S(=O)(=O)NC(=O)C1=CC=CC=2N=NSC21 (N-(phenylsulfonyl)-benzo-1,2,3-thiadiazole-7-carboxylic acid amide). As a reaction SMILES: [Na].[S:2]1([C:13]2[C:8](=[CH:9][CH:10]=[CH:11][CH:12]=2)[C:6](=[O:7])[NH:5]1)(=[O:4])=[O:3].[S:14]1[C:18]2[C:19](C(Cl)=O)=[CH:20][CH:21]=[CH:22][C:17]=2[N:16]=[N:15]1>CN(C)C1C=CN=CC=1.C(Cl)Cl>[C:13]1([S:2]([NH:5][C:6]([C:19]2[C:18]3[S:14][N:15]=[N:16][C:17]=3[CH:22]=[CH:21][CH:20]=2)=[O:7])(=[O:3])=[O:4])[CH:12]=[CH:11][CH:10]=[CH:9][CH:8]=1 |^1:0|. Procedure details: After the addition of a spatula tip of 4-dimethylaminopyridine to a suspension of 4 g of the sodium salt of saccharin in 60 ml of methylene chloride, a solution of 3.9 g of benzo-1,2,3-thiadiazole-7-carboxylic acidchloride in 20 ml of methylene chloride is added dropwise at a maximum of 20° C. The mixture is stirred overnight at room temperature and thenext day the suspension is poured onto ice-water and extracted with ethyl acetate. The extracts are washed with dilute sodium hydrogen carbonate ... Starting materials: FC1=CC=C(C=C1)C(CCCC(=O)[O-])=O (5-(4-fluorophenyl)-5-oxopentanoate), C(CO)O (ethylene glycol), C1(=CC=CC=C1)C (toluene). Reagents/catalysts: O.C1(=CC=C(C=C1)S(=O)(=O)O)C (p-toluenesulfonic acid monohydrate). Product: FC1=CC=C(C=C1)C1(OCCO1)CCCC(=O)OC (Methyl 4-[2-(4-fluorophenyl)-1,3-dioxolan-2-yl]butanoate). The yield is 91.0%. Reaction SMILES: [F:1][C:2]1[CH:7]=[CH:6][C:5]([C:8](=[O:15])[CH2:9][CH2:10][CH2:11][C:12]([O-:14])=[O:13])=[CH:4][CH:3]=1.[CH2:16]([OH:19])[CH2:17]O.[C:20]1(C)C=CC=CC=1>O.C1(C)C=CC(S(O)(=O)=O)=CC=1>[F:1][C:2]1[CH:3]=[CH:4][C:5]([C:8]2([CH2:9][CH2:10][CH2:11][C:12]([O:14][CH3:20])=[O:13])[O:19][CH2:16][CH2:17][O:15]2)=[CH:6][CH:7]=1 |f:3.4|. Procedure: To a solution of 5-(4-fluorophenyl)-5-oxopentanoate (2.26 g, 10 mmol) in toluene (60 ml) was added ethylene glycol (1.95 ml, 35 mmol) and p-toluenesulfonic acid monohydrate (60 mg, 0.32 mmol) and the mixture refluxed in a Dean-Stark apparatus under nitrogen for 17 h. The toluene was removed by rotary evaporator and the residue treated with sodium bicarbonate solution (5%, 50 ml) and extracted with ether (2×50 ml). The ether extract was washed with brine (1×50 ml), dried (Na2SO4) and evaporated t... Starting materials: C(C)(=O)OC1C(C(CC1N1C=NC2=C1C=C(C(=C2)Cl)Cl)COC(C)=O)OC(C)=O (3-(Acetoxymethyl)-5-(5,6-dichloro-1H-benzimidazol-1-yl)-1,2-cyclopentanediyl diacetate), BrN1C(CCC1=O)=O (N-bromosuccinimide). Solvent: CN(C=O)C (N, N-dimethylformamide). Run at time 4 hour. Yields the product C(C)(=O)OC1C(C(CC1N1C(=NC2=C1C=C(C(=C2)Cl)Cl)Br)COC(C)=O)OC(C)=O (3-(Acetoxymethyl)-5-(2-bromo-5,6-dichloro-1H-benzimidazol-1-yl)-1,2-cyclopentanediyl diacetate). Reaction SMILES: [C:1]([O:4][CH:5]1[CH:9]([N:10]2[C:14]3[CH:15]=[C:16]([Cl:20])[C:17]([Cl:19])=[CH:18][C:13]=3[N:12]=[CH:11]2)[CH2:8][CH:7]([CH2:21][O:22][C:23](=[O:25])[CH3:24])[CH:6]1[O:26][C:27](=[O:29])[CH3:28])(=[O:3])[CH3:2].[Br:30]N1C(=O)CCC1=O>CN(C)C=O>[C:1]([O:4][CH:5]1[CH:9]([N:10]2[C:14]3[CH:15]=[C:16]([Cl:20])[C:17]([Cl:19])=[CH:18][C:13]=3[N:12]=[C:11]2[Br:30])[CH2:8][CH:7]([CH2:21][O:22][C:23](=[O:25])[CH3:24])[CH:6]1[O:26][C:27](=[O:29])[CH3:28])(=[O:3])[CH3:2]. Procedure details: (±)-(1R*, 2S*, 3S*, 5S*)-3-(Acetoxymethyl)-5-(5,6-dichloro-1H-benzimidazol-1-yl)-1,2-cyclopentanediyl diacetate (1.32 g, 2.98 mmol) in dry N, N-dimethylformamide (6 mL) was heated to 60° C. Portions (ca. 1 mmol each) of N-bromosuccinimide (1.59 g, 8.93 mmol) were added over 5 hours. Heating was continued for an additional 4 hours. Volatiles were removed in vacuo and the residue chromatographed on silica gel. Title compound eluted with 1:1 hexane-ethylacetate as a tan powder (1.1 g, 69%), 1H-NMR ... Starting materials: FC1=C(C=CC=C1C=O)NS(=O)(=O)CCC (propane-1-sulfonic acid (2-fluoro-3-formyl-phenyl)-amide), N1=CN=CC2=C1NC=C2 (7H-pyrrolo[2,3-d]pyrimidine), [OH-].[K+] (potassium hydroxide), O (water). Solvent: CO (methanol). Conditions: time 24 hour. Yields the product FC1=C(C=CC=C1C(C1=CNC=2N=CN=CC21)O)NS(=O)(=O)CCC (propane-1-sulfonic acid {2-fluoro-3-[hydroxy-(7H-pyrrolo[2,3-d]pyrimidin-5-yl)-methyl]-phenyl}-amide). Isolated yield 77.8%. As a reaction SMILES: [F:1][C:2]1[C:7]([CH:8]=[O:9])=[CH:6][CH:5]=[CH:4][C:3]=1[NH:10][S:11]([CH2:14][CH2:15][CH3:16])(=[O:13])=[O:12].[N:17]1[C:22]2[NH:23][CH:24]=[CH:25][C:21]=2[CH:20]=[N:19][CH:18]=1.[OH-].[K+].O>CO>[F:1][C:2]1[C:7]([CH:8]([OH:9])[C:25]2[C:21]3[CH:20]=[N:19][CH:18]=[N:17][C:22]=3[NH:23][CH:24]=2)=[CH:6][CH:5]=[CH:4][C:3]=1[NH:10][S:11]([CH2:14][CH2:15][CH3:16])(=[O:13])=[O:12] |f:2.3|. Procedure details: To propane-1-sulfonic acid (2-fluoro-3-formyl-phenyl)-amide (18.75 mg, 0.30 mmol) in 0.6 mL of methanol, 7H-pyrrolo[2,3-d]pyrimidine (6, 73 mg, 0.61 mmol) and potassium hydroxide (51 mg, 0.92 mmol) were added under an atmosphere of nitrogen. The reaction was stirred at room temperature for 24 hours, then poured into water and extracted with ethyl acetate. The organic layer was washed with brine, dried over sodium sulfate and filtered. The filtrate was concentrated under vacuum and purified by si... Starting materials: CC(C)=O, c1ccc(-c2csc(C3(OCC4CC4)CCC4(CC3)OCCO4)n2)cc1, [Na+], O, O=C([O-])O, Cc1ccc(S(=O)(=O)O)cc1. The product is O=C1CCC(OCC2CC2)(c2nc(-c3ccccc3)cs2)CC1. RXN SMILES: [CH3:43][C:44](=[O:45])[CH3:46].[CH:1]1([CH2:4][O:5][C:6]2([c:16]3[s:17][cH:18][c:19](-[c:21]4[cH:22][cH:23][cH:24][cH:25][cH:26]4)[n:20]3)[CH2:7][CH2:8][C:9]3([O:10][CH2:13][CH2:12][O:11]3)[CH2:14][CH2:15]2)[CH2:2][CH2:3]1.[Na+:38].[OH2:47].[OH:39][C:40](=[O:41])[O-:42].[c:27]1([CH3:28])[cH:29][cH:30][c:31]([S:32]([OH:33])(=[O:34])=[O:35])[cH:36][cH:37]1>>[CH:1]1([CH2:4][O:5][C:6]2([c:16]3[s:17][cH:18][c:19](-[c:21]4[cH:22][cH:23][cH:24][cH:25][cH:26]4)[n:20]3)[CH2:7][CH2:8][C:9](=[O:10])[CH2:14][CH2:15]2)[CH2:2][CH2:3]1. Starting materials: BrC1=CC=C(C=C1)I (p-bromoiodobenzene), C1(=CC=CC=C1)C#C (phenylacetylene), O1CCCC1 (tetrahydrofuran). Reagents/catalysts: C1=CC=C(C=C1)P(C2=CC=CC=C2)C3=CC=CC=C3.C1=CC=C(C=C1)P(C2=CC=CC=C2)C3=CC=CC=C3.Cl[Pd]Cl (bis(triphenylphosphine)palladium(II)dichloride), [Cu]I (copper (I) iodide). The solvent is C(C)N(CC)CC (triethylamine). Reaction conditions: time 12 hour. Product: BrC1=CC=C(C=C1)C#CC1=CC=CC=C1 ((4-bromophenyl)phenylacetylene). The yield is 58.3%. Reaction SMILES: [Br:1][C:2]1[CH:7]=[CH:6][C:5](I)=[CH:4][CH:3]=1.[C:9]1([C:15]#[CH:16])[CH:14]=[CH:13][CH:12]=[CH:11][CH:10]=1.O1CCCC1>C1C=CC(P(C2C=CC=CC=2)C2C=CC=CC=2)=CC=1.C1C=CC(P(C2C=CC=CC=2)C2C=CC=CC=2)=CC=1.Cl[Pd]Cl.[Cu]I.C(N(CC)CC)C>[Br:1][C:2]1[CH:7]=[CH:6][C:5]([C:16]#[C:15][C:9]2[CH:14]=[CH:13][CH:12]=[CH:11][CH:10]=2)=[CH:4][CH:3]=1 |f:3.4.5|. Procedure: 28.3 g (0.10 mol) of p-bromoiodobenzene, 10.2 g (0.10 mol) of phenylacetylene, 701 mg (1 mmol) of bis(triphenylphosphine)palladium(II)dichloride, and 190 mg (1 mmol) of copper (I) iodide were placed in a 1000-mL three-neck flask, and nitrogen substitution was carried out. Then, 350 mL of tetrahydrofuran and 18 mL of triethylamine were added thereto, and the mixture was stirred at room temperature for 12 hours. After the reaction, the reaction mixture washed with a 3% hydrochloric acid aqueous so...